This data is from the Open Reaction Database (ORD), a public repository of structured organic reaction records. The task is: describe an organic reaction: reactants, conditions, products, and yield Starting materials: BrC1=CC=2NC(NC(C2S1)=O)(C)C (6-bromo-2,2-dimethyl-2,3-dihydrothieno[3,2-d]pyrimidin-4(1H)-one), CC1(OB(OC1(C)C)C1=CC(=NC=C1)N)C (4-(4,4,5,5-tetramethyl-1,3,2-dioxaborolan-2-yl)pyridin-2-amine), C([O-])([O-])=O.[Na+].[Na+] (sodium carbonate), 1,1′-bis(diphenylphosphino)ferrocenepalladium (II) dichloride dichloromethane, boronic ester. The solvent is O1CCOCC1 (1,4-dioxane). Product: NC1=NC=CC(=C1)C1=CC=2NC(NC(C2S1)=O)(C)C (6-(2-aminopyridin-4-yl)-2,2-dimethyl-2,3-dihydrothieno[3,2-d]pyrimidin-4(1H)-one). RXN SMILES: Br[C:2]1[S:10][C:9]2[C:8](=[O:11])[NH:7][C:6]([CH3:13])([CH3:12])[NH:5][C:4]=2[CH:3]=1.CC1(C)C(C)(C)OB([C:22]2[CH:27]=[CH:26][N:25]=[C:24]([NH2:28])[CH:23]=2)O1.C(=O)([O-])[O-].[Na+].[Na+]>O1CCOCC1>[NH2:28][C:24]1[CH:23]=[C:22]([C:2]2[S:10][C:9]3[C:8](=[O:11])[NH:7][C:6]([CH3:13])([CH3:12])[NH:5][C:4]=3[CH:3]=2)[CH:27]=[CH:26][N:25]=1 |f:2.3.4|. Procedure details: A mixture of 6-bromo-2,2-dimethyl-2,3-dihydrothieno[3,2-d]pyrimidin-4(1H)-one (0.039 g, 0.15 mmol), 4-(4,4,5,5-tetramethyl-1,3,2-dioxaborolan-2-yl)pyridin-2-amine (0.022 g, 0.10 mmol), 2 M sodium carbonate (0.075 mL, 0.15 mmol) and 1,1′-bis(diphenylphosphino)ferrocenepalladium (II) dichloride dichloromethane adduct (0.024 g, 0.030 mmol) in 1,4-dioxane (0.5 mL) was microwave-irradiated at 140° C. for 1 h. Reactions were repeated on 0.10 mmol and 0.20 mmol scales (based on the boronic ester). The ... RXN SMILES: [N:18]#[C:19][Br:20].[NH2:1][CH2:2][CH:3]1[CH2:4][c:5]2[c:6]([c:7]3[c:12]([c:13]([CH3:15])[cH:14]2)[NH:11][C:10](=[O:16])[CH2:9][CH2:8]3)[O:17]1.[O:21]1[CH2:22][CH2:23][CH2:24][CH2:25]1>>[NH:1]([CH2:2][CH:3]1[CH2:4][c:5]2[c:6]([c:7]3[c:12]([c:13]([CH3:15])[cH:14]2)[NH:11][C:10](=[O:16])[CH2:9][CH2:8]3)[O:17]1)[C:19]#[N:18]. The product is Cc1cc2c(c3c1NC(=O)CC3)OC(CNC#N)C2. Starting materials: N#CBr, Cc1cc2c(c3c1NC(=O)CC3)OC(CN)C2, C1CCOC1. The reactants are CO, Cl, [Li+], CCOC(=O)c1ccc2nc(N3CCC(N4CCCCC4)C3)sc2c1, C1CCOC1, C1COCCO1, [OH-], O, O. The product is O=C(O)c1ccc2nc(N3CCC(N4CCCCC4)C3)sc2c1. As a reaction SMILES: [CH3:35][OH:36].[ClH:29].[Li+:28].[N:1]1([CH:7]2[CH2:8][N:9]([c:12]3[s:13][c:14]4[c:15]([n:16]3)[cH:17][cH:18][c:19]([C:21](=[O:22])[O:23][CH2:24][CH3:25])[cH:20]4)[CH2:10][CH2:11]2)[CH2:2][CH2:3][CH2:4][CH2:5][CH2:6]1.[O:30]1[CH2:31][CH2:32][CH2:33][CH2:34]1.[O:38]1[CH2:39][CH2:40][O:41][CH2:42][CH2:43]1.[OH-:27].[OH2:26].[OH2:37]>>[N:1]1([CH:7]2[CH2:8][N:9]([c:12]3[s:13][c:14]4[c:15]([n:16]3)[cH:17][cH:18][c:19]([C:21](=[O:22])[OH:23])[cH:20]4)[CH2:10][CH2:11]2)[CH2:2][CH2:3][CH2:4][CH2:5][CH2:6]1.